Task: describe an organic reaction: reactants, conditions, products, and yield. Dataset: the Open Reaction Database (ORD), a public repository of structured organic reaction records The reactants are CCOC(=O)C(O)CNC(=O)c1ccc(C(NC(=O)Nc2cc(OC)cc(C(F)(F)F)c2)c2ccc(C3CCCCC3)cc2)cc1, CCO, [Na+], [OH-]. Yields the product COc1cc(NC(=O)NC(c2ccc(C(=O)NCC(O)C(=O)O)cc2)c2ccc(C3CCCCC3)cc2)cc(C(F)(F)F)c1. Reaction SMILES: [CH2:1]([CH3:2])[O:3][C:4]([CH:5]([CH2:6][NH:7][C:8]([c:9]1[cH:10][cH:11][c:12]([CH:15]([c:16]2[cH:17][cH:18][c:19]([CH:22]3[CH2:23][CH2:24][CH2:25][CH2:26][CH2:27]3)[cH:20][cH:21]2)[NH:28][C:29](=[O:30])[NH:31][c:32]2[cH:33][c:34]([O:42][CH3:43])[cH:35][c:36]([C:38]([F:39])([F:40])[F:41])[cH:37]2)[cH:13][cH:14]1)=[O:44])[OH:45])=[O:46].[CH3:49][CH2:50][OH:51].[Na+:48].[OH-:47]>>[O:3]=[C:4]([CH:5]([CH2:6][NH:7][C:8]([c:9]1[cH:10][cH:11][c:12]([CH:15]([c:16]2[cH:17][cH:18][c:19]([CH:22]3[CH2:23][CH2:24][CH2:25][CH2:26][CH2:27]3)[cH:20][cH:21]2)[NH:28][C:29](=[O:30])[NH:31][c:32]2[cH:33][c:34]([O:42][CH3:43])[cH:35][c:36]([C:38]([F:39])([F:40])[F:41])[cH:37]2)[cH:13][cH:14]1)=[O:44])[OH:45])[OH:46]. Procedure: A suspension of N-{3-[5-(2-chloro-4-pyrimidinyl)-2-(1,1-dimethylethyl)-1,3-thiazol-4-yl]phenyl}-2,5-difluorobenzenesulfonamide (150 mg, 0.288 mmol) and 2M ammonia in isopropanol (8.0 mL, 16.0 mmol) was heated in a sealed tube at 100° C. overnight. The reaction mixture was evaporated onto silica gel and chromatographed (10-100% 1:9 MeOH:EtOAc in DCM). The title compound was recovered as a beige solid (38 mg, 25% yield). 1H NMR (400 MHz, DMSO-d6) δ ppm 10.89 (s, 1H), 7.95 (d, J=5.1 Hz, 1H), 7.41-7... Reaction conditions: temperature 100 celsius. The product is solid, NC1=NC=CC(=N1)C1=C(N=C(S1)C(C)(C)C)C=1C=C(C=CC1)NS(=O)(=O)C1=C(C=CC(=C1)F)F (N-{3-[5-(2-Amino-4-pyrimidinyl)-2-(1,1-dimethylethyl)-1,3-thiazol-4-yl]phenyl}-2,5-difluorobenzenesulfonamide). The yield is 25.0%. RXN SMILES: Cl[C:2]1[N:7]=[C:6]([C:8]2[S:12][C:11]([C:13]([CH3:16])([CH3:15])[CH3:14])=[N:10][C:9]=2[C:17]2[CH:18]=[C:19]([NH:23][S:24]([C:27]3[CH:32]=[C:31]([F:33])[CH:30]=[CH:29][C:28]=3[F:34])(=[O:26])=[O:25])[CH:20]=[CH:21][CH:22]=2)[CH:5]=[CH:4][N:3]=1.[NH3:35].C(O)(C)C>>[NH2:35][C:2]1[N:7]=[C:6]([C:8]2[S:12][C:11]([C:13]([CH3:16])([CH3:15])[CH3:14])=[N:10][C:9]=2[C:17]2[CH:18]=[C:19]([NH:23][S:24]([C:27]3[CH:32]=[C:31]([F:33])[CH:30]=[CH:29][C:28]=3[F:34])(=[O:26])=[O:25])[CH:20]=[CH:21][CH:22]=2)[CH:5]=[CH:4][N:3]=1. The reactants are ClC1=NC=CC(=N1)C1=C(N=C(S1)C(C)(C)C)C=1C=C(C=CC1)NS(=O)(=O)C1=C(C=CC(=C1)F)F (N-{3-[5-(2-chloro-4-pyrimidinyl)-2-(1,1-dimethylethyl)-1,3-thiazol-4-yl]phenyl}-2,5-difluorobenzenesulfonamide), N (ammonia), C(C)(C)O (isopropanol). Starting materials: CCO, CCCN(Cc1ccc(-c2ccccc2-c2nnnn2C(c2ccccc2)(c2ccccc2)c2ccccc2)cc1)c1nn(CCc2ccccc2)c(Br)c1C(=O)OCC. Product: CCCN(Cc1ccc(-c2ccccc2-c2nnn[nH]2)cc1)c1nn(CCc2ccccc2)c(Br)c1C(=O)OCC. RXN SMILES: [CH3:61][CH2:62][OH:63].[c:1]1([CH2:7][CH2:8][n:9]2[n:10][c:11]([N:20]([CH2:21][c:22]3[cH:23][cH:24][c:25](-[c:28]4[c:29](-[c:34]5[n:35][n:36][n:37][n:38]5[C:39]([c:40]5[cH:41][cH:42][cH:43][cH:44][cH:45]5)([c:46]5[cH:47][cH:48][cH:49][cH:50][cH:51]5)[c:52]5[cH:53][cH:54][cH:55][cH:56][cH:57]5)[cH:30][cH:31][cH:32][cH:33]4)[cH:26][cH:27]3)[CH2:58][CH2:59][CH3:60])[c:12]([C:15](=[O:16])[O:17][CH2:18][CH3:19])[c:13]2[Br:14])[cH:2][cH:3][cH:4][cH:5][cH:6]1>>[c:1]1([CH2:7][CH2:8][n:9]2[n:10][c:11]([N:20]([CH2:21][c:22]3[cH:23][cH:24][c:25](-[c:28]4[c:29](-[c:34]5[n:35][n:36][n:37][nH:38]5)[cH:30][cH:31][cH:32][cH:33]4)[cH:26][cH:27]3)[CH2:58][CH2:59][CH3:60])[c:12]([C:15](=[O:16])[O:17][CH2:18][CH3:19])[c:13]2[Br:14])[cH:2][cH:3][cH:4][cH:5][cH:6]1. The reactants are CC(C)CC(Nc1conc1-c1ccc(N2CCN(C(=O)OC(C)(C)C)CC2)cc1)C(=O)NCC#N, C1CCOC1, CS(=O)(=O)O. Yields the product CC(C)CC(Nc1conc1-c1ccc(N2CCNCC2)cc1)C(=O)NCC#N. Reaction SMILES: [C:1](#[N:2])[CH2:3][NH:4][C:5]([CH:6]([NH:7][c:8]1[c:9](-[c:13]2[cH:14][cH:15][c:16]([N:19]3[CH2:20][CH2:21][N:22]([C:25]([O:26][C:27]([CH3:28])([CH3:29])[CH3:30])=[O:31])[CH2:23][CH2:24]3)[cH:17][cH:18]2)[n:10][o:11][cH:12]1)[CH2:32][CH:33]([CH3:34])[CH3:35])=[O:36].[CH2:42]1[O:43][CH2:44][CH2:45][CH2:46]1.[CH3:37][S:38](=[O:39])(=[O:40])[OH:41]>>[C:1](#[N:2])[CH2:3][NH:4][C:5]([CH:6]([NH:7][c:8]1[c:9](-[c:13]2[cH:14][cH:15][c:16]([N:19]3[CH2:20][CH2:21][NH:22][CH2:23][CH2:24]3)[cH:17][cH:18]2)[n:10][o:11][cH:12]1)[CH2:32][CH:33]([CH3:34])[CH3:35])=[O:36]. Starting materials: OCc1ccc(Br)cc1, CI, CN(C)C=O, [H-], [H][H], [Na+], O. The product is COCc1ccc(Br)cc1. RXN SMILES: [Br:1][c:2]1[cH:3][cH:4][c:5]([CH2:6][OH:7])[cH:8][cH:9]1.[CH3:14][I:15].[CH3:16][N:17]([CH3:18])[CH:19]=[O:20].[H-:10].[H:12][H:13].[Na+:11].[OH2:21]>>[Br:1][c:2]1[cH:3][cH:4][c:5]([CH2:6][O:7][CH3:14])[cH:8][cH:9]1. The reactants are C1CCC=2C(=CC=CC12)O (4-indanol), C1CCC=2C(=CC=CC12)O (4-indanol), [N+](=O)(O)[O-] (nitric acid). The solvent is C(C)(=O)O (acetic acid), C(C)(=O)O (acetic acid). Run at time 30 minute. Yields the product OC1=C(C=CC=2CC=CC21)[N+](=O)[O-] (4-hydroxy-5-nitrobenzocyclopentene), Formula 6. RXN SMILES: [CH2:1]1[C:9]2[CH:8]=[CH:7][CH:6]=[C:5]([OH:10])[C:4]=2[CH2:3][CH2:2]1.[N+:11]([O-])([OH:13])=[O:12]>C(O)(=O)C>[OH:10][C:5]1[C:4]2[CH:3]=[CH:2][CH2:1][C:9]=2[CH:8]=[CH:7][C:6]=1[N+:11]([O-:13])=[O:12]. Procedure details: The starting material, 4-indanol (i.e., Formula 5) is dissolved in an organic acid, preferably glacial acetic acid, at a temperature in the range of about 20°-30° C., preferably about room temperature. To this solution is added in a gradual manner a solution of concentrated nitric acid (about 1 to 2 molar equivalents, preferably about 1.5 molar equivalents) in an organic acid, preferably glacial acetic acid. The reaction mixture is stirred for a period of about 15 minutes to 1 hour, preferably a... The reactants are O=C1N(C2=C(C(CC1)=O)C=CC=C2)CCCCN2[C@H]1CN(C[C@H]1C2)C(=O)OCC2=CC=CC=C2 (benzyl (1R,5R)-6-[4-(2,5-dioxo-2,3,4,5-tetrahydro-1H-1-benzazepin-1-yl)butyl]-3,6-diazabicyclo[3.2.0]heptane-3-carboxylate), [H][H] (hydrogen). The reagents and catalysts are [Pd] (Pd/C). Run in CO (methanol). Product: [C@@H]12CNC[C@@H]2N(C1)CCCCN1C(CCC(C2=C1C=CC=C2)=O)=O (1-{4-[(1R,5R)-3,6-Diazabicyclo[3.2.0]hept-6-yl]butyl}-3,4-dihydro-1H-1-benzazepine-2,5-dione). Yield: 67.9%. RXN SMILES: [O:1]=[C:2]1[CH2:8][CH2:7][C:6](=[O:9])[C:5]2[CH:10]=[CH:11][CH:12]=[CH:13][C:4]=2[N:3]1[CH2:14][CH2:15][CH2:16][CH2:17][N:18]1[CH2:24][C@H:23]2[C@@H:19]1[CH2:20][N:21](C(OCC1C=CC=CC=1)=O)[CH2:22]2.[H][H]>CO.[Pd]>[C@@H:23]12[CH2:24][N:18]([CH2:17][CH2:16][CH2:15][CH2:14][N:3]3[C:4]4[CH:13]=[CH:12][CH:11]=[CH:10][C:5]=4[C:6](=[O:9])[CH2:7][CH2:8][C:2]3=[O:1])[C@H:19]1[CH2:20][NH:21][CH2:22]2. Reported procedure: In the presence of Pd/C (0.01 g, 10%), benzyl (1R,5R)-6-[4-(2,5-dioxo-2,3,4,5-tetrahydro-1H-1-benzazepin-1-yl)butyl]-3,6-diazabicyclo[3.2.0]heptane-3-carboxylate from Example 65 (0.45 mmol, 0.21 g) in methanol (7 ml) was reacted with hydrogen to obtain 0.10 g of the title compound. Reactants: C1(=CC=CC=C1)N=C=S (phenyl isothiocyanate), NC=1C(=NC(=NC1O)O)O (5-amino-2,4,6-trihydroxypyrimidine), C(C)(=O)O (acetic acid). Run in [OH-].[Na+] (sodium hydroxide). Reaction conditions: temperature 60 celsius. The product is OC1=NC(=C(C(=N1)O)NC(=S)NC1=CC=CC=C1)O (N-(2,4,6-trihydroxy-5-pyrimidyl)-N'-phenylthiourea). RXN SMILES: [NH2:1][C:2]1[C:3]([OH:10])=[N:4][C:5]([OH:9])=[N:6][C:7]=1[OH:8].[C:11]1([N:17]=[C:18]=[S:19])[CH:16]=[CH:15][CH:14]=[CH:13][CH:12]=1.C(O)(=O)C>[OH-].[Na+]>[OH:9][C:5]1[N:6]=[C:7]([OH:8])[C:2]([NH:1][C:18]([NH:17][C:11]2[CH:16]=[CH:15][CH:14]=[CH:13][CH:12]=2)=[S:19])=[C:3]([OH:10])[N:4]=1 |f:3.4|. Procedure: 75 g of 5-amino-2,4,6-trihydroxypyrimidine was dissolved in 1.5 to 5% sodium hydroxide with vigorous overhead stirring producing a violet solution. The reaction was heated to 60° C. and 63 ml phenyl isothiocyanate was added dropwise over 1.5 hours. The reaction turned pale yellow. The reaction was stirred an additional 2 hours at 60° C., cooled and acidified with glacial acetic acid producing a light yellow precipitate. This was filtered to yield about 75 g of N-(2,4,6-trihydroxy-5-pyrimidyl)-N'... Starting materials: C(C)(C)(C)O\N=C(\C1=C(C=CC(=C1)Br)O)/C1=NC=CC=C1Br ((Z)-2-(5-bromo-2-hydroxybenzoyl)-3-bromopyridine O-t-butyloxime), BrC=1C(=NC=CC1)C#N (3-bromo-2-cyanopyridine), C(C)(C)(C)O\N=C(\C1=C(C=CC(=C1)Br)O)/C1=NC=CC=C1 ((Z)-2-(5-bromo-2-hydroxybenzoyl)pyridine O-t-butyloxime). Product: C(C)(C)(C)O\N=C(\C1=C(C=CC(=C1)Br)O)/C1=NC=CC=C1Br ((Z)-2-(5-bromo-2-hydroxybenzoyl)-3-bromopyridine O-t-butyloxime), BrC1=C(C=CC(=C1)Br)O (2,4-dibromophenol). As a reaction SMILES: [Br:1]C1C(C#N)=NC=CC=1.C(O/N=C(\C1C=CC=CN=1)/[C:17]1[CH:22]=[C:21]([Br:23])[CH:20]=[CH:19][C:18]=1[OH:24])(C)(C)C.[C:31]([O:35]/[N:36]=[C:37](\[C:46]1[C:51]([Br:52])=[CH:50][CH:49]=[CH:48][N:47]=1)/[C:38]1[CH:43]=[C:42]([Br:44])[CH:41]=[CH:40][C:39]=1[OH:45])([CH3:34])([CH3:33])[CH3:32]>>[C:31]([O:35]/[N:36]=[C:37](\[C:46]1[C:51]([Br:52])=[CH:50][CH:49]=[CH:48][N:47]=1)/[C:38]1[CH:43]=[C:42]([Br:44])[CH:41]=[CH:40][C:39]=1[OH:45])([CH3:34])([CH3:32])[CH3:33].[Br:1][C:17]1[CH:22]=[C:21]([Br:23])[CH:20]=[CH:19][C:18]=1[OH:24]. Procedure details: Employing 3-bromo-2-cyanopyridine (5.88 g) in place of 2-cyanopyridine in the production of Compound 75 in Example 9, substantially the same reaction as in Example 9 was conducted to give (Z)-2-(5-bromo-2-hydroxybenzoyl)-3-bromopyridine O-t-butyloxime (3.74 g) (Compound 81) from 2,4-dibromophenol (8.01 g).